This data is from the Open Reaction Database (ORD), a public repository of structured organic reaction records. The task is: describe an organic reaction: reactants, conditions, products, and yield Reactants: CC(C)(C)P(C(C)(C)C)C(C)(C)C, CC(C)(C)P(C(C)(C)C)C(C)(C)C, CC[Sn](CC)(CC)CC, COc1cc(C#N)ccc1O, CCN(C(C)C)C(C)C, [Cl-], ClCCl, O=S(=O)(OS(=O)(=O)C(F)(F)F)C(F)(F)F, [Li+], CN(C)C=O, [Pd]. Product: CCc1ccc(C#N)cc1OC. RXN SMILES: [C:56]([P:57]([C:58]([CH3:59])([CH3:60])[CH3:61])[C:62]([CH3:63])([CH3:64])[CH3:65])([CH3:66])([CH3:67])[CH3:68].[C:69]([P:70]([C:71]([CH3:72])([CH3:73])[CH3:74])[C:75]([CH3:76])([CH3:77])[CH3:78])([CH3:79])([CH3:80])[CH3:81].[CH2:36]([Sn:37]([CH2:38][CH3:39])([CH2:40][CH3:41])[CH2:42][CH3:43])[CH3:44].[CH3:1][O:2][c:3]1[cH:4][c:5]([C:6]#[N:7])[cH:8][cH:9][c:10]1[OH:11].[CH:12]([CH3:13])([N:14]([CH:15]([CH3:16])[CH3:17])[CH2:18][CH3:19])[CH3:20].[Cl-:45].[Cl:47][CH2:48][Cl:49].[F:21][C:22]([S:23]([O:24][S:25]([C:26]([F:27])([F:28])[F:29])(=[O:30])=[O:31])(=[O:32])=[O:33])([F:34])[F:35].[Li+:46].[O:50]=[CH:51][N:52]([CH3:53])[CH3:54].[Pd:55]>>[CH3:1][O:2][c:3]1[cH:4][c:5]([C:6]#[N:7])[cH:8][cH:9][c:10]1[CH2:12][CH3:13]. As a reaction SMILES: [CH2:1]([CH2:2][CH2:3][CH3:4])[O:5][c:6]1[cH:7][cH:8][cH:9][c:10]([CH2:12][OH:13])[n:11]1.[Cl:14][CH2:15][Cl:16]>>[CH2:1]([CH2:2][CH2:3][CH3:4])[O:5][c:6]1[cH:7][cH:8][cH:9][c:10]([CH:12]=[O:13])[n:11]1. The reactants are CCCCOc1cccc(CO)n1, ClCCl. Product: CCCCOc1cccc(C=O)n1. The reactants are ClS(=O)(=O)O (chlorosulfonic acid), C(C)OCC (diethyl ether). The product is OS(=O)(=O)O.O=S(=O)=O (Oleum). Reaction SMILES: Cl[S:2]([OH:5])(=[O:4])=[O:3].C([O:8]CC)C>>[OH:3][S:2]([OH:5])(=[O:8])=[O:4].[O:3]=[S:2](=[O:5])=[O:4] |f:2.3|. Procedure: A dispersion was prepared, as described in Example 1, except substituting oleum for chlorosulfonic acid. A known volume of the dispersion was passed through a 0.2 μm Anodisc membrane, with vacuum assistance, to create the initial CNT network of desired thickness. Approximately, 50 mL of diethyl ether was added as a non-solvent, while maintaining vacuum. The SWNT network film was released from the membrane filter by dipping the coated membrane filter into a water bath. The SWNT network film float... The reactants are N(=NC(=O)OCC)C(=O)OCC (diethyl azodicarboxylate), COC(C(CO)(C)C)=O (3-hydroxy-2,2-dimethylpropionic acid methyl ester), C(C)OC(=O)N1[C@@H](C[C@@H](C2=NC(=CC=C12)OC)NC1=NN=NN1CC1=CC(=CC(=C1)C(F)(F)F)C(F)(F)F)CC ((2R,4S)-4-{[3,5-Bis(trifluoromethyl)benzyl]-(tetrazol-5-yl)}amino-2-ethyl-6-methoxy-3,4-dihydro-2H-[1,5]naphthyridine-1-carboxylic acid ethyl ester). Solvent: C1(=CC=CC=C1)C (toluene), O1CCCC1 (tetrahydrofuran), C1(=CC=CC=C1)P(C1=CC=CC=C1)C1=CC=CC=C1 (triphenylphosphine). Reported procedure: (2R,4S)-4-{[3,5-Bis(trifluoromethyl)benzyl]-(tetrazol-5-yl)}amino-2-ethyl-6-methoxy-3,4-dihydro-2H-[1,5]naphthyridine-1-carboxylic acid ethyl ester (230 mg) is dissolved in tetrahydrofuran (3 ml), and thereto are added 3-hydroxy-2,2-dimethylpropionic acid methyl ester (58 μl), a solution (0.18 ml) of 40% diethyl azodicarboxylate in toluene and triphenylphosphine (121 mg). The mixture is stirred at room temperature for 19 hours, and partitioned by adding water and diethyl ether. The organic layer... As a reaction SMILES: [CH2:1]([O:3][C:4]([N:6]1[C:15]2[C:10](=[N:11][C:12]([O:16][CH3:17])=[CH:13][CH:14]=2)[C@@H:9]([NH:18][C:19]2[N:23]([CH2:24][C:25]3[CH:30]=[C:29]([C:31]([F:34])([F:33])[F:32])[CH:28]=[C:27]([C:35]([F:38])([F:37])[F:36])[CH:26]=3)[N:22]=[N:21][N:20]=2)[CH2:8][C@H:7]1[CH2:39][CH3:40])=[O:5])[CH3:2].[CH3:41][O:42][C:43](=[O:49])[C:44]([CH3:48])([CH3:47])[CH2:45]O.N(C(OCC)=O)=NC(OCC)=O>O1CCCC1.C1(C)C=CC=CC=1.C1(P(C2C=CC=CC=2)C2C=CC=CC=2)C=CC=CC=1>[CH2:1]([O:3][C:4]([N:6]1[C:15]2[C:10](=[N:11][C:12]([O:16][CH3:17])=[CH:13][CH:14]=2)[C@@H:9]([NH:18][C:19]2[N:23]([CH2:24][C:25]3[CH:30]=[C:29]([C:31]([F:32])([F:33])[F:34])[CH:28]=[C:27]([C:35]([F:36])([F:38])[F:37])[CH:26]=3)[N:22]([CH2:45][C:44]([C:43]([O:42][CH3:41])=[O:49])([CH3:48])[CH3:47])[NH:21][N:20]=2)[CH2:8][C@H:7]1[CH2:39][CH3:40])=[O:5])[CH3:2]. The product is C(C)OC(=O)N1[C@@H](C[C@@H](C2=NC(=CC=C12)OC)NC1=NNN(N1CC1=CC(=CC(=C1)C(F)(F)F)C(F)(F)F)CC(C)(C)C(=O)OC)CC ((2R,4S)-4-{[3,5-bis(trifluoromethyl)benzyl]-[2-(2-methoxycarbonyl-2-methylpropyl)-2H-tetrazol-5-yl]}amino-2-ethyl-6-methoxy-3,4-dihydro-2H-[1,5]naphthyridine-1-carboxylic acid ethyl ester). Conditions: time 19 hour. Starting materials: C(C)(C)(C)O (tert-butanol), ClC(=O)OC(C)Cl (α-chloroethyl chloroformate), N1=CC=CC=C1 (pyridine). The solvent is ClCCl (dicloromethane). Yields the product C(OC(C)Cl)(OC(C)(C)C)=O (α-chloroethyl tert-butyl carbonate). RXN SMILES: [C:1]([OH:5])([CH3:4])([CH3:3])[CH3:2].Cl[C:7]([O:9][CH:10]([Cl:12])[CH3:11])=[O:8].N1C=CC=CC=1>ClCCl>[C:7](=[O:8])([O:5][C:1]([CH3:4])([CH3:3])[CH3:2])[O:9][CH:10]([Cl:12])[CH3:11]. Reported procedure: In a reactor cooled to +5° C., there are introduced 600 ml of dicloromethane, 43.7 g (0.59 mole) of tert-butanol and 94.7 g (0.66 mole) of α-chloroethyl chloroformate. 57 g (0.72 mole) of pyridine are then added dropwise and with stirring while the temperature is maintained at between 10° and 20° C. The mixture is stirred for 4 hours at room temperature. The reactants are C[O-].[Na+] (NaOMe), C(#N)CN(C(=O)C1=C(C(=O)OC)C=C(C=C1)OC)C (Methyl 2-{[(cyanomethyl)(methyl)amino]carbonyl}-5-methoxybenzoate). Run in CO (MeOH). Product: OC1=C(N(C(C2=CC=C(C=C12)OC)=O)C)C#N (4-Hydroxy-6-methoxy-2-methyl-1-oxo-1,2-dihydroisoquinoline-3-carbonitrile). The yield is 145.3%. As a reaction SMILES: C[O-].[Na+].[C:4]([CH2:6][N:7]([CH3:22])[C:8]([C:10]1[CH:19]=[CH:18][C:17]([O:20][CH3:21])=[CH:16][C:11]=1[C:12](OC)=[O:13])=[O:9])#[N:5]>CO>[OH:13][C:12]1[C:11]2[C:10](=[CH:19][CH:18]=[C:17]([O:20][CH3:21])[CH:16]=2)[C:8](=[O:9])[N:7]([CH3:22])[C:6]=1[C:4]#[N:5] |f:0.1|. Reported procedure: NaOMe (4.4M in MeOH, 1.2 mL, 5.3 mmol) was added to a solution of the ester 126 (0.69 g, 2.6 mmol) in MeOH (20 mL). The resulting mixture was heated at reflux for 2 h. It was then cooled and concentrated. 1M HCl in ether (5.5 mL) was added and the mixture filtered and concentrated to give the product 127 as a tan solid (0.87 g). Starting materials: CCOC(=O)c1cnc([N+](=O)[O-])n1C, Cl, C1CCOC1. Product: Cn1c(CO)cnc1[N+](=O)[O-]. RXN SMILES: [C:1](=[O:2])([O:3][CH2:4][CH3:5])[c:6]1[cH:7][n:8][c:9]([N+:12](=[O:13])[O-:14])[n:10]1[CH3:11].[ClH:15].[O:16]1[CH2:17][CH2:18][CH2:19][CH2:20]1>>[CH2:1]([OH:2])[c:6]1[cH:7][n:8][c:9]([N+:12](=[O:13])[O-:14])[n:10]1[CH3:11]. Reactants: [N+](=O)([O-])C=1N=CN(C1)C1C(CC1)CN1CCCC1 (4-Nitro-1-(2-pyrrolidin-1-ylmethyl-cyclobutyl)-1H-imidazole), FC=1C=C(C=C(C1)F)CC(=O)NC(C(=O)O)CCC (2-[2-(3,5-Difluoro-phenyl)-acetylamino]-pentanoic acid). Yields the product N1(CCCC1)CC1C(CC1)N1C=NC(=C1)NC([C@H](CCC)NC(CC1=CC(=CC(=C1)F)F)=O)=O ((S)-2-[2-(3,5-Difluoro-phenyl)-acetylamino]-pentanoic acid [1-(2-pyrrolidin-1-ylmethyl-cyclobutyl)-1H-imidazol-4-yl]-amide). RXN SMILES: [N+:1]([C:4]1[N:5]=[CH:6][N:7]([CH:9]2[CH2:12][CH2:11][CH:10]2[CH2:13][N:14]2[CH2:18][CH2:17][CH2:16][CH2:15]2)[CH:8]=1)([O-])=O.[F:19][C:20]1[CH:21]=[C:22]([CH2:27][C:28]([NH:30][CH:31]([CH2:35][CH2:36][CH3:37])[C:32](O)=[O:33])=[O:29])[CH:23]=[C:24]([F:26])[CH:25]=1>>[N:14]1([CH2:13][CH:10]2[CH2:11][CH2:12][CH:9]2[N:7]2[CH:8]=[C:4]([NH:1][C:32](=[O:33])[C@@H:31]([NH:30][C:28](=[O:29])[CH2:27][C:22]3[CH:23]=[C:24]([F:26])[CH:25]=[C:20]([F:19])[CH:21]=3)[CH2:35][CH2:36][CH3:37])[N:5]=[CH:6]2)[CH2:18][CH2:17][CH2:16][CH2:15]1. Reported procedure: 4-Nitro-1-(2-pyrrolidin-1-ylmethyl-cyclobutyl)-1H-imidazole was reduced and then coupled with 2-[2-(3,5-Difluoro-phenyl)-acetylamino]-pentanoic acid (U.S. Ser. No. 11/078,898 filed Mar. 11, 2005) to afford the title compound: MS 474.6 m/z (M+1). Reactants: Cc1ccc(CC(=O)O)cc1, COCCN1CCNCC1. The reagents and catalysts are CCN=C=NCCCN(C)C.Cl (EDC-HCl), CN1CCOCC1 (NMM), Oc1cc(Cl)c(Cl)cc1Cl (2,4,5-Trichlorophenol). The solvent is CN(C)C=O (DMF), CN(C)C=O (DMF), CN(C)C=O (DMF), CN(C)C=O (DMF), CN(C)C=O (DMF), CN(C)C=O (DMF). Conditions: temperature 25 celsius, time 2 hour. Product: COCCN1CCN(C(=O)Cc2ccc(C)cc2)CC1. The yield is 20.2%. As a reaction SMILES: COCCN1CCNCC1.Cc1ccc(CC(=O)O)cc1.CCN=C=NCCCN(C)C.Cl.C1=C(C(=CC(=C1Cl)Cl)Cl)[O-].[Na+].CN1CCOCC1.CN(C)C=O>>COCCN1CCN(C(=O)Cc2ccc(C)cc2)CC1.